Dataset: the Open Reaction Database (ORD), a public repository of structured organic reaction records. Task: describe an organic reaction: reactants, conditions, products, and yield Reactants: O=C(O)c1cc(Cl)ccc1COc1cccc(F)c1, Cl, COC(=O)c1ccc(C(C)N)cc1. Yields the product COC(=O)c1ccc(C(C)NC(=O)c2cc(Cl)ccc2COc2cccc(F)c2)cc1. As a reaction SMILES: [Cl:1][c:2]1[cH:3][cH:4][c:5]([CH2:11][O:12][c:13]2[cH:14][c:15]([F:19])[cH:16][cH:17][cH:18]2)[c:6]([C:7](=[O:8])[OH:9])[cH:10]1.[ClH:20].[NH2:21][CH:22]([CH3:23])[c:24]1[cH:25][cH:26][c:27]([C:28](=[O:29])[O:30][CH3:31])[cH:32][cH:33]1>>[Cl:1][c:2]1[cH:3][cH:4][c:5]([CH2:11][O:12][c:13]2[cH:14][c:15]([F:19])[cH:16][cH:17][cH:18]2)[c:6]([C:7](=[O:9])[NH:21][CH:22]([CH3:23])[c:24]2[cH:25][cH:26][c:27]([C:28](=[O:29])[O:30][CH3:31])[cH:32][cH:33]2)[cH:10]1. Starting materials: [N+](=O)([O-])C1=CC2=C(SC=C2)C=C1 (5-nitrobenzo[b]thiophene), ClC(C(=O)Cl)C (2-chloropropionyl chloride), [Cl-].[Cl-].[Cl-].[Al+3] (aluminum trichloride), ClC(C(=O)Cl)C (2-chloropropionyl chloride), [Cl-].[Cl-].[Cl-].[Al+3] (aluminum trichloride), Cl (HCl). Run in C(Cl)(Cl)Cl (chloroform), C(Cl)(Cl)Cl (chloroform). Yields the product ClCCC(=O)C=1C2=C(SC1)C=CC(=C2)[N+](=O)[O-] (3-chloro-1-(5-nitro-benzo[b]thiophen-3-yl)-propan-1-one). Yield: 30.0%. Reaction SMILES: [N+:1]([C:4]1[CH:12]=[CH:11][C:7]2[S:8][CH:9]=[CH:10][C:6]=2[CH:5]=1)([O-:3])=[O:2].Cl[CH:14]([CH3:18])[C:15](Cl)=[O:16].[Cl-:19].[Cl-].[Cl-].[Al+3].Cl>C(Cl)(Cl)Cl>[Cl:19][CH2:18][CH2:14][C:15]([C:10]1[C:6]2[CH:5]=[C:4]([N+:1]([O-:3])=[O:2])[CH:12]=[CH:11][C:7]=2[S:8][CH:9]=1)=[O:16] |f:2.3.4.5|. Procedure: A solution of 1 g (5.58×10−3 moles) of 5-nitrobenzo[b]thiophene and 0.65 ml (6.64×10−3 moles) of 2-chloropropionyl chloride dissolved in 40 ml of dry chloroform was added dropwise over 650 mg of aluminum trichloride, dissolved in 20 ml dry chloroform under a nitrogen atmosphere. The mixture was left to react for 24 hours at room temperature and an additional amount of 650 mg of aluminum trichloride and 0.65 ml of 2-chloropropionyl chloride was added. After 48 hours reaction 100 ml of HCl 1.5N we... The product is CCc1nc2c(cnn2CC)c(NC2CCOCC2)c1CN=[N+]=[N-]. Reaction SMILES: [CH2:1]([CH3:2])[n:3]1[n:4][cH:5][c:6]2[c:7]1[n:8][c:9]([CH2:21][CH3:22])[c:10]([CH2:19][OH:20])[c:11]2[NH:12][CH:13]1[CH2:14][CH2:15][O:16][CH2:17][CH2:18]1.[CH3:31][S:32]([CH3:33])=[O:34].[N-:28]=[N+:29]=[N-:30].[Na+:27].[S:23]([Cl:24])([Cl:25])=[O:26]>>[CH2:1]([CH3:2])[n:3]1[n:4][cH:5][c:6]2[c:7]1[n:8][c:9]([CH2:21][CH3:22])[c:10]([CH2:19][N:28]=[N+:29]=[N-:30])[c:11]2[NH:12][CH:13]1[CH2:14][CH2:15][O:16][CH2:17][CH2:18]1. The reactants are CCc1nc2c(cnn2CC)c(NC2CCOCC2)c1CO, CS(C)=O, [N-]=[N+]=[N-], [Na+], O=S(Cl)Cl. The reactants are CN(C)CCN, O=[N+]([O-])c1cc([N+](=O)[O-])cc(S(=O)(=O)Cl)c1, C1CCOC1. Yields the product Cl, CN(C)CCNS(=O)(=O)c1cc([N+](=O)[O-])cc([N+](=O)[O-])c1. Reaction SMILES: [CH3:17][N:18]([CH2:19][CH2:20][NH2:21])[CH3:22].[N+:1](=[O:2])([O-:3])[c:4]1[cH:5][c:6]([S:13](=[O:14])(=[O:15])[Cl:16])[cH:7][c:8]([N+:10](=[O:11])[O-:12])[cH:9]1.[O:23]1[CH2:24][CH2:25][CH2:26][CH2:27]1>>[ClH:16].[N+:1](=[O:2])([O-:3])[c:4]1[cH:5][c:6]([S:13](=[O:14])(=[O:15])[NH:21][CH2:20][CH2:19][N:18]([CH3:17])[CH3:22])[cH:7][c:8]([N+:10](=[O:11])[O-:12])[cH:9]1. Reactants: BrC(Br)(Br)Br, ClCCl, OCc1ccc(CSc2ccc(-c3ccccc3)c(C(F)(F)F)c2)cc1, c1ccc(P(c2ccccc2)c2ccccc2)cc1. The product is FC(F)(F)c1cc(SCc2ccc(CBr)cc2)ccc1-c1ccccc1. As a reaction SMILES: [Br:46][C:47]([Br:48])([Br:49])[Br:50].[Cl:51][CH2:52][Cl:53].[F:1][C:2]([c:3]1[c:4](-[c:19]2[cH:20][cH:21][cH:22][cH:23][cH:24]2)[cH:5][cH:6][c:7]([S:9][CH2:10][c:11]2[cH:12][cH:13][c:14]([CH2:17][OH:18])[cH:15][cH:16]2)[cH:8]1)([F:25])[F:26].[c:27]1([P:28]([c:29]2[cH:30][cH:31][cH:32][cH:33][cH:34]2)[c:35]2[cH:36][cH:37][cH:38][cH:39][cH:40]2)[cH:41][cH:42][cH:43][cH:44][cH:45]1>>[F:1][C:2]([c:3]1[c:4](-[c:19]2[cH:20][cH:21][cH:22][cH:23][cH:24]2)[cH:5][cH:6][c:7]([S:9][CH2:10][c:11]2[cH:12][cH:13][c:14]([CH2:17][Br:46])[cH:15][cH:16]2)[cH:8]1)([F:25])[F:26]. Reactants: [OH-].[Na+] (NaOH), Cl (hydrochloric acid), COC(C1(OC2=C(C(=C(C(=C2C(C1)=O)C)O)C)C)C)OC (2-(dimethoxymethyl)-6-hydroxy-2,5,7,8-tetramethyl-chroman-4-one), [BH4-].[Na+] (NaBH4), [BH4-].[Na+] (NaBH4). The solvent is CO (methanol). Run at time 6 hour. The product is COC(C1(OC2=C(C(=C(C(=C2C(C1)O)C)O)C)C)C)OC (2-(dimethoxymethyl)-4,6-dihydroxy-2,5,7,8-tetramethylchroman). Isolated yield 95.0%. As a reaction SMILES: [CH3:1][O:2][CH:3]([O:20][CH3:21])[C:4]1([CH3:19])[CH2:13][C:12](=[O:14])[C:11]2[C:6](=[C:7]([CH3:18])[C:8]([CH3:17])=[C:9]([OH:16])[C:10]=2[CH3:15])[O:5]1.[BH4-].[Na+].[OH-].[Na+].Cl>CO>[CH3:21][O:20][CH:3]([O:2][CH3:1])[C:4]1([CH3:19])[CH2:13][CH:12]([OH:14])[C:11]2[C:6](=[C:7]([CH3:18])[C:8]([CH3:17])=[C:9]([OH:16])[C:10]=2[CH3:15])[O:5]1 |f:1.2,3.4|. Procedure details: 9.4 g (32 mmoles) of the product from Example 2 were reacted with 2.43 g (64 mmoles) NaBH4 in 100 ml of methanol at 20°-60° C. After 6 hours, a further 2.43 g of NaBH4 were added, after which the reaction mixture was stirred at room temperature for 16 hours. 100 ml of 3N NaOH were then added, and the mixture was neutralized with dilute hydrochloric acid and then extracted with ether, a brown oil being obtained as the crude product in 95% yield. IR: 3,600 (broad) cm-1. Reactants: BrCCOC1CCCCO1, Cc1sc2cc(O)ccc2c1-c1ccc(C(F)(F)F)cc1, CN(C)C=O, [K+], [K+], O=C([O-])[O-]. Product: Cc1sc2cc(OCCOC3CCCCO3)ccc2c1-c1ccc(C(F)(F)F)cc1. RXN SMILES: [Br:28][CH2:29][CH2:30][O:31][CH:32]1[O:33][CH2:34][CH2:35][CH2:36][CH2:37]1.[CH3:1][c:2]1[c:3](-[c:12]2[cH:13][cH:14][c:15]([C:18]([F:19])([F:20])[F:21])[cH:16][cH:17]2)[c:4]2[c:5]([s:6]1)[cH:7][c:8]([OH:11])[cH:9][cH:10]2.[CH3:38][N:39]([CH3:40])[CH:41]=[O:42].[K+:22].[K+:23].[O-:24][C:25]([O-:26])=[O:27]>>[CH3:1][c:2]1[c:3](-[c:12]2[cH:13][cH:14][c:15]([C:18]([F:19])([F:20])[F:21])[cH:16][cH:17]2)[c:4]2[c:5]([s:6]1)[cH:7][c:8]([O:11][CH2:29][CH2:30][O:31][CH:32]1[O:33][CH2:34][CH2:35][CH2:36][CH2:37]1)[cH:9][cH:10]2. Reactants: CCOC(=O)c1cn2c(ccc3ccc(OC)cc32)n1, CCO, Cl, [Na+], [OH-]. Product: COc1ccc2ccc3nc(C(=O)O)cn3c2c1. RXN SMILES: [CH3:1][O:2][c:3]1[cH:4][cH:5][c:6]2[cH:7][cH:8][c:9]3[n:10]([c:11]2[cH:12]1)[cH:13][c:14]([C:16](=[O:17])[O:18][CH2:19][CH3:20])[n:15]3.[CH3:24][CH2:25][OH:26].[ClH:23].[Na+:22].[OH-:21]>>[CH3:1][O:2][c:3]1[cH:4][cH:5][c:6]2[cH:7][cH:8][c:9]3[n:10]([c:11]2[cH:12]1)[cH:13][c:14]([C:16](=[O:17])[OH:18])[n:15]3. Reactants: CCOC(=O)c1[nH]cc(CC)c1CC, [K+], [OH-], O, OCCO. Yields the product CCc1c[nH]cc1CC. As a reaction SMILES: [CH2:1]([CH3:2])[c:3]1[c:4]([C:10]([O:11][CH2:12][CH3:13])=[O:14])[nH:5][cH:6][c:7]1[CH2:8][CH3:9].[K+:20].[OH-:19].[OH2:21].[OH:15][CH2:16][CH2:17][OH:18]>>[CH2:1]([CH3:2])[c:3]1[cH:4][nH:5][cH:6][c:7]1[CH2:8][CH3:9].